This data is from the Open Reaction Database (ORD), a public repository of structured organic reaction records. The task is: describe an organic reaction: reactants, conditions, products, and yield Reactants: Cc1cccc(Br)n1, [Li]CCCC, CCCCCC, Cc1ccc(P(Cl)c2ccc(C)cc2)cc1, C1CCOC1. The product is Cc1ccc(P(c2ccc(C)cc2)c2cccc(C)n2)cc1. As a reaction SMILES: [Br:1][c:2]1[n:3][c:4]([CH3:8])[cH:5][cH:6][cH:7]1.[CH2:15]([Li:16])[CH2:17][CH2:18][CH3:19].[CH3:9][CH2:10][CH2:11][CH2:12][CH2:13][CH3:14].[Cl:20][P:21]([c:22]1[cH:23][cH:24][c:25]([CH3:28])[cH:26][cH:27]1)[c:29]1[cH:30][cH:31][c:32]([CH3:35])[cH:33][cH:34]1.[O:36]1[CH2:37][CH2:38][CH2:39][CH2:40]1>>[c:2]1([P:21]([c:22]2[cH:23][cH:24][c:25]([CH3:28])[cH:26][cH:27]2)[c:29]2[cH:30][cH:31][c:32]([CH3:35])[cH:33][cH:34]2)[n:3][c:4]([CH3:8])[cH:5][cH:6][cH:7]1. The reactants are C(C)(C)(C)OC(CC[C@@H](C(=O)O)NC(=O)OCC1=CC=CC=C1)=O ((S)-2-Benzyloxycarbonylamino-pentanedioic acid 5-tert-butyl ester), [B-](F)(F)(F)F.CCOC(=O)C(=NOC(=[N+](C)C)N(C)C)C#N (TOTU), COC=1C=C(C=CC1)N1CCNCC1 (1-(3-Methoxy-phenyl)-piperazine). Solvent: CN(C)C=O (DMF). Conditions: time 16 hour. Yields the product C(C)(C)(C)OC(CC[C@@H](C(=O)N1CCN(CC1)C1=CC(=CC=C1)OC)NC(=O)OCC1=CC=CC=C1)=O ((S)-4-Benzyloxycarbonylamino-5-[4-(3-methoxy-phenyl)-piperazin-1-yl]-5-oxo-pentanoic acid tert-butyl ester). As a reaction SMILES: [C:1]([O:5][C:6](=[O:24])[CH2:7][CH2:8][C@H:9]([NH:13][C:14]([O:16][CH2:17][C:18]1[CH:23]=[CH:22][CH:21]=[CH:20][CH:19]=1)=[O:15])[C:10]([OH:12])=O)([CH3:4])([CH3:3])[CH3:2].[B-](F)(F)(F)F.CCOC(C(C#N)=NOC(N(C)C)=[N+](C)C)=O.[CH3:47][O:48][C:49]1[CH:50]=[C:51]([N:55]2[CH2:60][CH2:59][NH:58][CH2:57][CH2:56]2)[CH:52]=[CH:53][CH:54]=1>CN(C=O)C>[C:1]([O:5][C:6](=[O:24])[CH2:7][CH2:8][C@H:9]([NH:13][C:14]([O:16][CH2:17][C:18]1[CH:23]=[CH:22][CH:21]=[CH:20][CH:19]=1)=[O:15])[C:10]([N:58]1[CH2:57][CH2:56][N:55]([C:51]2[CH:52]=[CH:53][CH:54]=[C:49]([O:48][CH3:47])[CH:50]=2)[CH2:60][CH2:59]1)=[O:12])([CH3:2])([CH3:3])[CH3:4] |f:1.2|. Procedure details: To a solution of 2 g of (S)-2-Benzyloxycarbonylamino-pentanedioic acid 5-tert-butyl ester 2.7 g of NEM and 1.9 g of TOTU in 10 ml of DMF, 1.1 g of 1-(3-Methoxy-phenyl)-piperazine was added at RT and stirred for 16 h. The reaction mixture was diluted with 150 ml of ethyl and subsequently extracted with aqueous LiCl (4% w/w), 0.1 M HCl and aqueous NaHCO3. The organic layer was dried over MgSO4 and the solvent was removed under reduced pressure. The crude product thus obtained was pure enough for t... Reactants: C(C)OC(=O)C=1C(C=2C=C3C(=NC2N(C1)OC)C=C(C(=C3)F)F)=O (3-ethoxycarbonyl-7,8-difluoro-1-methoxy-4-oxo-1,4-dihydrobenzo[b][1,8]-naphthyridine), Cl (hydrochloric acid), C(C)(=O)O (acetic acid). Run in O (water). Conditions: temperature 100 celsius. Product: FC1=CC=2C(=NC=3N(C=C(C(C3C2)=O)C(=O)O)OC)C=C1F (7,8-difluoro-1-methoxy-4-oxo-1,4-dihydrobenzo[b][1,8]-naphthyridine-3-carboxylic acid). Isolated yield 79.7%. RXN SMILES: C([O:3][C:4]([C:6]1[C:7](=[O:24])[C:8]2[CH:9]=[C:10]3[CH:21]=[C:20]([F:22])[C:19]([F:23])=[CH:18][C:11]3=[N:12][C:13]=2[N:14]([O:16][CH3:17])[CH:15]=1)=[O:5])C.Cl.C(O)(=O)C>O>[F:22][C:20]1[C:19]([F:23])=[CH:18][C:11]2=[N:12][C:13]3[N:14]([O:16][CH3:17])[CH:15]=[C:6]([C:4]([OH:5])=[O:3])[C:7](=[O:24])[C:8]=3[CH:9]=[C:10]2[CH:21]=1. Procedure details: A suspension of 3-ethoxycarbonyl-7,8-difluoro-1-methoxy-4-oxo-1,4-dihydrobenzo[b][1,8]-naphthyridine (2.78 g) in 17.5% strength hydrochloric acid (30 cc) and acetic acid (30 cc) is heated to a temperature in the region of 100° C. for 1 hour. After cooling to approximately 20° C., the reaction mixture is poured into water (100 cc). The precipitate formed is drained and washed with water (3×+cc) and ethanol (2×5cc). After 1 recrystallization in dimethylformamide (100 cc) containing ethanol (20%), ... The reactants are O=CO, CC(C)O, Fc1cccc(C2=CCNCC2)c1F, [Pd]. Product: Fc1cccc(C2CCNCC2)c1F. As a reaction SMILES: [CH:15]([OH:16])=[O:17].[CH:18]([OH:19])([CH3:20])[CH3:21].[F:1][c:2]1[c:3]([C:9]2=[CH:14][CH2:13][NH:12][CH2:11][CH2:10]2)[cH:4][cH:5][cH:6][c:7]1[F:8].[Pd:22]>>[F:1][c:2]1[c:3]([CH:9]2[CH2:10][CH2:11][NH:12][CH2:13][CH2:14]2)[cH:4][cH:5][cH:6][c:7]1[F:8]. The reactants are C(C)(C)(C)OC(N(C)CCCN)=O (N-(3-aminopropyl)-N-methylcarbamic acid tert-butyl ester), C([O-])([O-])=O.[Na+].[Na+] (sodium carbonate), ClC(=O)OCC1C2=CC=CC=C2C=2C=CC=CC12 (9-fluorenylmethyl chloroformate). Run in O (water), O1CCOCC1 (1,4-dioxane), O (water). Run at time 2 hour. Product: C(C)(C)(C)OC(N(C)CCCNC(=O)OCC1C2=CC=CC=C2C=2C=CC=CC12)=O ([3-(9H-Fluoren-9-ylmethoxycarbonylamino)propyl]methylcarbamic Acid tert-Butyl Ester). The yield is 97.4%. RXN SMILES: [C:1]([O:5][C:6](=[O:13])[N:7]([CH2:9][CH2:10][CH2:11][NH2:12])[CH3:8])([CH3:4])([CH3:3])[CH3:2].C(=O)([O-])[O-].[Na+].[Na+].Cl[C:21]([O:23][CH2:24][CH:25]1[C:37]2[CH:36]=[CH:35][CH:34]=[CH:33][C:32]=2[C:31]2[C:26]1=[CH:27][CH:28]=[CH:29][CH:30]=2)=[O:22]>O.O1CCOCC1>[C:1]([O:5][C:6](=[O:13])[N:7]([CH2:9][CH2:10][CH2:11][NH:12][C:21]([O:23][CH2:24][CH:25]1[C:26]2[CH:27]=[CH:28][CH:29]=[CH:30][C:31]=2[C:32]2[C:37]1=[CH:36][CH:35]=[CH:34][CH:33]=2)=[O:22])[CH3:8])([CH3:4])([CH3:2])[CH3:3] |f:1.2.3|. Procedure: To a stirred solution of N-(3-aminopropyl)-N-methylcarbamic acid tert-butyl ester (2.00 g, 10.6 mmol) and sodium carbonate (2.81 g, 26.6 mmol) in water (7 mL) at 0° C. was added a solution of 9-fluorenylmethyl chloroformate (2.75 g, 10.6 mmol) in 1,4-dioxane (5 mL). The resulting mixture was stirred at room temperature for 2 h and then poured into water (10 mL). This mixture was extracted with diethyl ether (2×50 mL) and the combined organic layers were dried over sodium sulfate, filtered and co... Starting materials: [OH-].[Li+] (lithium hydroxide), C(#N)C=1C(=NC(=CN1)NC=1N=CC2=CC=CC=C2C1)OCC(=O)OCC (Ethyl 2-(3-cyano-6-(isoquinolin-3-ylamino)pyrazin-2-yloxy)acetate), CO (Methanol). Solvent: C1CCOC1 (THF). Conditions: time 15 hour. Yields the product C(#N)C=1C(=NC(=CN1)NC=1N=CC2=CC=CC=C2C1)OCC(=O)O (2-(3-Cyano-6-(isoquinolin-3-ylamino)pyrazin-2-yloxy)acetic acid). Yield: 33.9%. RXN SMILES: [C:1]([C:3]1[C:4]([O:20][CH2:21][C:22]([O:24]CC)=[O:23])=[N:5][C:6]([NH:9][C:10]2[N:11]=[CH:12][C:13]3[C:18]([CH:19]=2)=[CH:17][CH:16]=[CH:15][CH:14]=3)=[CH:7][N:8]=1)#[N:2].[OH-].[Li+].CO>C1COCC1>[C:1]([C:3]1[C:4]([O:20][CH2:21][C:22]([OH:24])=[O:23])=[N:5][C:6]([NH:9][C:10]2[N:11]=[CH:12][C:13]3[C:18]([CH:19]=2)=[CH:17][CH:16]=[CH:15][CH:14]=3)=[CH:7][N:8]=1)#[N:2] |f:1.2|. Procedure: Ethyl 2-(3-cyano-6-(isoquinolin-3-ylamino)pyrazin-2-yloxy)acetate (35 mg, 0.099 mmol) was dissolved in THF (1 mL) and lithium hydroxide (2.4 mg, 0.099 mmol) added. The reaction was stirred at room temperature for 15 hours. Methanol (1 mL) was added and the reaction mixture was stirred for a further 24 hours and then concentrated to dryness. Purification by preparative HPLC afforded the title compound (10.8 mg, 0.0336 mmol, 34%). 1H NMR (MeOD, 400 MHz) δ 9.04 (s, 1H), 8.53 (s, 1H), 8.14-8.10 (m, ... Starting materials: C([O-])([O-])=O.[Cs+].[Cs+] (cesium carbonate), N1CCCCC1 (piperidine), COC=1C=CC2=C(SC(=C2C(=O)C2=CC=C(C=C2)C#CCOS(=O)(=O)C)C2=CC=C(C=C2)OC)C1 (Methanesulfonic acid 3-{4-[6-methoxy-2-(4-methoxy-phenyl) -benzo[b]thiophene-3-carbonyl]-phenyl}-prop-2-ynyl ester). Solvent: CN(C=O)C (dimethylformamide), C(C)(=O)OCC (ethyl acetate). Product: COC=1C=CC2=C(SC(=C2C(=O)C2=CC=C(C=C2)C#CCN2CCCCC2)C2=CC=C(C=C2)OC)C1 ([6-Methoxy-2-(4-methoxy-phenyl)-benzo[b]thiophen-3-yl]-[4-(3-piperidin-1-yl-prop-1-ynyl)-phenyl]-methanone). RXN SMILES: [CH3:1][O:2][C:3]1[CH:4]=[CH:5][C:6]2[C:10]([C:11]([C:13]3[CH:18]=[CH:17][C:16]([C:19]#[C:20][CH2:21]OS(C)(=O)=O)=[CH:15][CH:14]=3)=[O:12])=[C:9]([C:27]3[CH:32]=[CH:31][C:30]([O:33][CH3:34])=[CH:29][CH:28]=3)[S:8][C:7]=2[CH:35]=1.C(=O)([O-])[O-].[Cs+].[Cs+].[NH:42]1[CH2:47][CH2:46][CH2:45][CH2:44][CH2:43]1>CN(C)C=O.C(OCC)(=O)C>[CH3:1][O:2][C:3]1[CH:4]=[CH:5][C:6]2[C:10]([C:11]([C:13]3[CH:18]=[CH:17][C:16]([C:19]#[C:20][CH2:21][N:42]4[CH2:47][CH2:46][CH2:45][CH2:44][CH2:43]4)=[CH:15][CH:14]=3)=[O:12])=[C:9]([C:27]3[CH:28]=[CH:29][C:30]([O:33][CH3:34])=[CH:31][CH:32]=3)[S:8][C:7]=2[CH:35]=1 |f:1.2.3|. Reported procedure: The product from Step 3 (205 mg, 0.4 mmol) was combined with cesium carbonate (197 mg, 0.6 mmol), piperidine (44 mL, 0.44 mmol) in dimethylformamide at room temperature. After four hours the reaction was diluted with ethyl acetate and washed with water and brine. The organic layer was dried over anhydrous magnesium sulfate. After filtration, concentration the title compound (120 mg) was obtained.